From a dataset of the Open Reaction Database (ORD), a public repository of structured organic reaction records. describe an organic reaction: reactants, conditions, products, and yield Starting materials: C[O-].[Na+] (sodium methoxide), C(CC(=O)OC)(=O)OC (dimethyl malonate), NC=C(C=O)C1=CC(=CC=C1)C(F)(F)F (3-amino-2-[3-(trifluoromethyl)phenyl]-2-propenal). The solvent is CO (methanol). Reaction conditions: time 16 hour. Yields the product O=C1NC=C(C=C1C(=O)OC)C1=CC(=CC=C1)C(F)(F)F (Methyl 1,2-dihydro-2-oxo-5-[3-(trifluoromethyl)phenyl]-3-pyridinecarboxylate). As a reaction SMILES: C[O-].[Na+].[C:4]([O:11][CH3:12])(=[O:10])[CH2:5][C:6]([O:8]C)=O.[NH2:13][CH:14]=[C:15]([C:18]1[CH:23]=[CH:22][CH:21]=[C:20]([C:24]([F:27])([F:26])[F:25])[CH:19]=1)[CH:16]=O>CO>[O:8]=[C:6]1[C:5]([C:4]([O:11][CH3:12])=[O:10])=[CH:16][C:15]([C:18]2[CH:23]=[CH:22][CH:21]=[C:20]([C:24]([F:25])([F:26])[F:27])[CH:19]=2)=[CH:14][NH:13]1 |f:0.1|. Reported procedure: To a solution of 1.5 g. of sodium methoxide in 85 ml. of methanol is added 2.25 g. of dimethyl malonate and 2.93 g. of 3-amino-2-[3-(trifluoromethyl)phenyl]-2-propenal. The mixture is stirred at room temperature for 16 hours with precipitation of a yellow solid. The mixture is heated at reflux temperature for 2 hours, cooled and filtered to obtain a white solid. The solid is washed with ether, suspended in water and acidified with hydrochloric acid to yield 1.75 g. of the product of the Example ...